From a dataset of the Open Reaction Database (ORD), a public repository of structured organic reaction records. describe an organic reaction: reactants, conditions, products, and yield The reactants are CCN=C=NCCCN(C)C, CCN(C(C)C)C(C)C, Cl, NCC(=O)N1CCN(C(=O)c2ccccc2C(F)(F)F)CC1, CN(C)C=O, O, On1nnc2ccccc21, O=C(O)c1cc(-c2ccccc2)on1. Product: O=C(NCC(=O)N1CCN(C(=O)c2ccccc2C(F)(F)F)CC1)c1cc(-c2ccccc2)on1. RXN SMILES: [CH3:34][CH2:35][N:36]=[C:37]=[N:38][CH2:39][CH2:40][CH2:41][N:42]([CH3:43])[CH3:44].[CH:11]([N:12]([CH2:13][CH3:14])[CH:15]([CH3:16])[CH3:17])([CH3:18])[CH3:19].[ClH:45].[NH2:46][CH2:47][C:48](=[O:49])[N:50]1[CH2:51][CH2:52][N:53]([C:56]([c:57]2[c:58]([C:63]([F:64])([F:65])[F:66])[cH:59][cH:60][cH:61][cH:62]2)=[O:67])[CH2:54][CH2:55]1.[O:68]=[CH:69][N:70]([CH3:71])[CH3:72].[OH2:73].[OH:1][n:2]1[c:3]2[c:4]([cH:5][cH:6][cH:7][cH:8]2)[n:9][n:10]1.[c:20]1(-[c:26]2[cH:27][c:28]([C:31](=[O:32])[OH:33])[n:29][o:30]2)[cH:21][cH:22][cH:23][cH:24][cH:25]1>>[c:20]1(-[c:26]2[cH:27][c:28]([C:31](=[O:33])[NH:46][CH2:47][C:48](=[O:49])[N:50]3[CH2:51][CH2:52][N:53]([C:56]([c:57]4[c:58]([C:63]([F:64])([F:65])[F:66])[cH:59][cH:60][cH:61][cH:62]4)=[O:67])[CH2:54][CH2:55]3)[n:29][o:30]2)[cH:21][cH:22][cH:23][cH:24][cH:25]1. The reactants are [N+](=O)([O-])C1=C(C=CC(=C1)[N+](=O)[O-])N=NC1=CC=C(C=C1)[N+](=O)[O-] (2,4,4'-trinitroazobenzene), PtO, C1=CC(=CC=C1N)N (p-phenylenediamine). Solvent: C(C)O (ethanol). Conditions: time 6 hour. The product is NC1=C(C=C(C=C1)N)N (1,2,4-triaminobenzene). Isolated yield 86.8%. As a reaction SMILES: [N+:1]([C:4]1[CH:9]=[C:8]([N+:10]([O-])=O)[CH:7]=[CH:6][C:5]=1[N:13]=NC1C=CC([N+]([O-])=O)=CC=1)([O-])=O.C1C(N)=CC=C(N)C=1>C(O)C>[NH2:13][C:5]1[CH:6]=[CH:7][C:8]([NH2:10])=[CH:9][C:4]=1[NH2:1]. Reported procedure: A 500 ml autoclave equipped with a stirrer and a gas-introducing tube was charged with 9.5 g of 2,4,4'-trinitroazobenzene, 0.6 g of PtO and 100 ml of ethanol. The inside of the reactor was purged completely with hydrogen, and the reaction was performed at 80° C. for 6 hours with stirring while maintaining the pressure of hydrogen at 70 kg/cm2.G. The reaction mixture was filtered. The cake was washed with water. The wash liquid and the filtrate were combined, and distilled to afford 2.5 g of a fr... Reactants: ClC1=CC=C(C=C1)C=1N=C(SC1C(=O)N)NC1=C(C=C(C=C1)C=O)[N+](=O)[O-] (4-(4-chloro-phenyl)-2-(4-formyl-2-nitro-phenylamino)-thiazole-5-carboxylic acid amide), C(C)(=O)O[BH-](OC(C)=O)OC(C)=O.[Na+] (sodium triacetoxyborohydride), CN1CCNCC1 (1-methylpiperazine). Run in ClCCl (dichloromethane), ClCCl (dichloromethane). Conditions: time 4 hour. Yields the product ClC1=CC=C(C=C1)C=1N=C(SC1C(=O)N)NC1=C(C=C(C=C1)CN1CCN(CC1)C)[N+](=O)[O-] (4-(4-chloro-phenyl)-2-[4-(4-methyl-piperazin-1-ylmethyl)-2-nitro-phenylamino]-thiazole-5-carboxylic acid amide). The yield is 37.6%. RXN SMILES: [Cl:1][C:2]1[CH:7]=[CH:6][C:5]([C:8]2[N:9]=[C:10]([NH:16][C:17]3[CH:22]=[CH:21][C:20]([CH:23]=O)=[CH:19][C:18]=3[N+:25]([O-:27])=[O:26])[S:11][C:12]=2[C:13]([NH2:15])=[O:14])=[CH:4][CH:3]=1.C(O[BH-](OC(=O)C)OC(=O)C)(=O)C.[Na+].[CH3:42][N:43]1[CH2:48][CH2:47][NH:46][CH2:45][CH2:44]1>ClCCl>[Cl:1][C:2]1[CH:3]=[CH:4][C:5]([C:8]2[N:9]=[C:10]([NH:16][C:17]3[CH:22]=[CH:21][C:20]([CH2:23][N:46]4[CH2:47][CH2:48][N:43]([CH3:42])[CH2:44][CH2:45]4)=[CH:19][C:18]=3[N+:25]([O-:27])=[O:26])[S:11][C:12]=2[C:13]([NH2:15])=[O:14])=[CH:6][CH:7]=1 |f:1.2|. Procedure details: To a mixture of 0.10 g (0.24 mmole) of 4-(4-chloro-phenyl)-2-(4-formyl-2-nitro-phenylamino)-thiazole-5-carboxylic acid amide (VI.18a), 0.31 g (1.44 mmole) of sodium triacetoxyborohydride and 5 mL of dichloromethane was added 0.04 mL (0.36 mmole) of 1-methylpiperazine. The mixture was stirred at room temperature for 4 hours and then diluted with dichloromethane, washed with aqueous saturated sodium bicarbonate solution, brine, dried over anhydrous magnesium sulfate, filtered and concentrated unde... Reagents/catalysts: [Cu]I (CuI). Reaction SMILES: C([O-])([O-])=O.[Cs+].[Cs+].Br[C:8]1[N:13]=[C:12]([CH2:14][N:15]([CH3:52])[C:16]([C:18]2[CH:51]=[CH:50][C:21]([CH2:22][C@H:23]3[CH2:27][CH2:26][C@@H:25]([C@H:28]([O:35][Si:36]([C:39]([CH3:42])([CH3:41])[CH3:40])([CH3:38])[CH3:37])[C:29]4[CH:34]=[CH:33][CH:32]=[CH:31][CH:30]=4)[N:24]3[C:43]([O:45][C:46]([CH3:49])([CH3:48])[CH3:47])=[O:44])=[CH:20][CH:19]=2)=[O:17])[CH:11]=[CH:10][CH:9]=1.CC(CC(C)=O)=O.[OH-].[NH4+:61]>[Cu]I.CN(C=O)C>[NH2:61][C:8]1[N:13]=[C:12]([CH2:14][N:15]([CH3:52])[C:16]([C:18]2[CH:51]=[CH:50][C:21]([CH2:22][C@H:23]3[CH2:27][CH2:26][C@@H:25]([C@H:28]([O:35][Si:36]([C:39]([CH3:42])([CH3:41])[CH3:40])([CH3:38])[CH3:37])[C:29]4[CH:34]=[CH:33][CH:32]=[CH:31][CH:30]=4)[N:24]3[C:43]([O:45][C:46]([CH3:49])([CH3:48])[CH3:47])=[O:44])=[CH:20][CH:19]=2)=[O:17])[CH:11]=[CH:10][CH:9]=1 |f:0.1.2,5.6|. Reported procedure: In a round bottom flask was added CuI (0.54 mg, 2.8 μmol, 0.1 equivalents), Cs2CO3 (18.3 mg, 0.056 mmol, 2 equivalents), and tert-butyl (2R,5S)-2-(4-{[(6-bromopyridin-2-yl)methyl](methyl)carbamoyl}benzyl)-5-[(R)-{[tert-butyl(dimethyl)silyl]oxy}(phenyl)methyl]-pyrrolidine-1-carboxylate (20 mg, 0.028 mmol). The flask was evacuated and backfilled with nitrogen (3×) and then 2,4-pentadione (1.69 mg, 0.017 mmol, 0.6 equivalents), DMF (141 μL) and ammonium hydroxide (19.6 μL, 0.141 mmol, 5 equivalents... Reaction conditions: temperature 90 celsius. Reactants: C(=O)([O-])[O-].[Cs+].[Cs+] (Cs2CO3), BrC1=CC=CC(=N1)CN(C(=O)C1=CC=C(C[C@@H]2N([C@@H](CC2)[C@@H](C2=CC=CC=C2)O[Si](C)(C)C(C)(C)C)C(=O)OC(C)(C)C)C=C1)C (tert-butyl (2R,5S)-2-(4-{[(6-bromopyridin-2-yl)methyl](methyl)carbamoyl}benzyl)-5-[(R)-{[tert-butyl(dimethyl)silyl]oxy}(phenyl)methyl]-pyrrolidine-1-carboxylate), CC(=O)CC(=O)C (2,4-pentadione), [OH-].[NH4+] (ammonium hydroxide). Yields the product NC1=CC=CC(=N1)CN(C(=O)C1=CC=C(C[C@@H]2N([C@@H](CC2)[C@@H](C2=CC=CC=C2)O[Si](C)(C)C(C)(C)C)C(=O)OC(C)(C)C)C=C1)C (Tert-butyl (2R,5S)-2-(4-{[(6-aminopyridin-2-yl)methyl](methyl)carbamoyl}benzyl)-5-[(R)-{[tert-butyl(dimethyl)silyl]oxy}(phenyl)methyl]-pyrrolidine-1-carboxylate). Yield: 105.2%. Run in CN(C)C=O (DMF). Reactants: COC=1C=C(C(=O)N2C[C@](CC2)(CCOS(=O)(=O)C)C2=CC(=C(C=C2)Cl)Cl)C=C(C1OC)OC ((R)-1-(3,4,5-trimethoxybenzoyl)-3-(3,4-dichlorophenyl)-3-(2-methanesulfonyloxyethyl)pyrrolidine), C(C)OCCN1C(=NC2=C1C=CC=C2)N2CCNCCC2 (4-(1-(2-ethoxyethyl)-1H-benzimidazol-2-yl)[1,4]diazepane). Product: COC=1C=C(C(=O)N2C[C@@](CC2)(C2=CC(=C(C=C2)Cl)Cl)CCN2CCN(CCC2)C2=NC3=C(N2CCOCC)C=CC=C3)C=C(C1OC)OC ((S)-1-(3,4,5-Trimethoxybenzoyl)-3-(2-(4-(1-(2-ethoxyethyl)-1H-benzimidazol-2-yl)[1,4]diazepan-1-yl)ethyl)-3-(3,4-dichlorophenyl)pyrrolidine). RXN SMILES: [CH3:1][O:2][C:3]1[CH:4]=[C:5]([CH:28]=[C:29]([O:33][CH3:34])[C:30]=1[O:31][CH3:32])[C:6]([N:8]1[CH2:12][CH2:11][C@:10]([C:20]2[CH:25]=[CH:24][C:23]([Cl:26])=[C:22]([Cl:27])[CH:21]=2)([CH2:13][CH2:14]OS(C)(=O)=O)[CH2:9]1)=[O:7].[CH2:35]([O:37][CH2:38][CH2:39][N:40]1[C:44]2[CH:45]=[CH:46][CH:47]=[CH:48][C:43]=2[N:42]=[C:41]1[N:49]1[CH2:55][CH2:54][CH2:53][NH:52][CH2:51][CH2:50]1)[CH3:36]>>[CH3:34][O:33][C:29]1[CH:28]=[C:5]([CH:4]=[C:3]([O:2][CH3:1])[C:30]=1[O:31][CH3:32])[C:6]([N:8]1[CH2:12][CH2:11][C@@:10]([CH2:13][CH2:14][N:52]2[CH2:53][CH2:54][CH2:55][N:49]([C:41]3[N:40]([CH2:39][CH2:38][O:37][CH2:35][CH3:36])[C:44]4[CH:45]=[CH:46][CH:47]=[CH:48][C:43]=4[N:42]=3)[CH2:50][CH2:51]2)([C:20]2[CH:25]=[CH:24][C:23]([Cl:26])=[C:22]([Cl:27])[CH:21]=2)[CH2:9]1)=[O:7]. Reported procedure: Prepare by the method of Example 1.6 using (R)-1-(3,4,5-trimethoxybenzoyl)-3-(3,4-dichlorophenyl)-3-(2-methanesulfonyloxyethyl)pyrrolidine and 4-(1-(2-ethoxyethyl)-1H-benzimidazol-2-yl)[1,4]diazepane to give the title compound. Starting materials: FC=1C=C(C=C(C1OCC=1C(=NSC1C(F)(F)F)C=1C=NC(=CC1)OC)F)CCC(=O)OCC (ethyl 3-(3,5-difluoro-4-[[3-(6-methoxypyridin-3-yl)-5-(trifluoromethyl)-1,2-thiazol-4-yl]methoxy]phenyl)propanoate), [Li+].[OH-] (LiOH), COC1=NC=C(C(=O)N)C=C1 (6-methoxynicotinamide), O1CCCC1 (tetrahydrofuran). Solvent: O (water). Run at temperature 20 celsius, time 8 hour. Yields the product FC=1C=C(C=C(C1OCC=1C(=NSC1C(F)(F)F)C=1C=NC(=CC1)OC)F)CCC(=O)O (3-(3,5-difluoro-4-((3-(6-methoxypyridin-3-yl)-5-(trifluoromethyl)isothiazol-4-yl)methoxy)phenyl) propanoic acid). As a reaction SMILES: [F:1][C:2]1[CH:3]=[C:4]([CH2:28][CH2:29][C:30]([O:32]CC)=[O:31])[CH:5]=[C:6]([F:27])[C:7]=1[O:8][CH2:9][C:10]1[C:11]([C:19]2[CH:20]=[N:21][C:22]([O:25][CH3:26])=[CH:23][CH:24]=2)=[N:12][S:13][C:14]=1[C:15]([F:18])([F:17])[F:16].COC1C=CC(C(N)=O)=CN=1.O1CCCC1.[Li+].[OH-]>O>[F:1][C:2]1[CH:3]=[C:4]([CH2:28][CH2:29][C:30]([OH:32])=[O:31])[CH:5]=[C:6]([F:27])[C:7]=1[O:8][CH2:9][C:10]1[C:11]([C:19]2[CH:20]=[N:21][C:22]([O:25][CH3:26])=[CH:23][CH:24]=2)=[N:12][S:13][C:14]=1[C:15]([F:16])([F:17])[F:18] |f:3.4|. Procedure details: Into a 25-mL round-bottom flask, was placed ethyl 3-(3,5-difluoro-4-[[3-(6-methoxypyridin-3-yl)-5-(trifluoromethyl)-1,2-thiazol-4-yl]methoxy]phenyl)propanoate (prepared according to the procedure following Example 1 step 1-5 using 6-methoxynicotinamide as starting material) (50 mg, 0.10 mmol, 1.00 equiv), tetrahydrofuran (1 mL), LiOH (50 mg, 2.09 mmol, 20.98 equiv), water (1 mL). The resulting solution was stirred overnight at 20° C. The resulting mixture was concentrated under vacuum. The pH va... Starting materials: C=CCBr, C1CCOC1, [H-], [Na+], OCCc1ccccc1. Product: C=CCOCCc1ccccc1. Reaction SMILES: [CH2:12]([CH:13]=[CH2:14])[Br:15].[CH2:16]1[O:17][CH2:18][CH2:19][CH2:20]1.[H-:11].[Na+:10].[OH:1][CH2:2][CH2:3][c:4]1[cH:5][cH:6][cH:7][cH:8][cH:9]1>>[O:1]([CH2:2][CH2:3][c:4]1[cH:5][cH:6][cH:7][cH:8][cH:9]1)[CH2:14][CH:13]=[CH2:12].